From a dataset of the Open Reaction Database (ORD), a public repository of structured organic reaction records. describe an organic reaction: reactants, conditions, products, and yield The reactants are Cl, O=C1CC(=O)c2cc(OCCCOc3ccccc3)ccc21, O, O=[N+]([O-])O. Yields the product O=C1c2ccc(OCCCOc3ccccc3)cc2C(=O)C1[N+](=O)[O-]. Reaction SMILES: [ClH:27].[O:1]([c:2]1[cH:3][cH:4][cH:5][cH:6][cH:7]1)[CH2:8][CH2:9][CH2:10][O:11][c:12]1[cH:13][c:14]2[c:18]([cH:19][cH:20]1)[C:17](=[O:21])[CH2:16][C:15]2=[O:22].[OH2:28].[OH:23][N+:24]([O-:25])=[O:26]>>[O:1]([c:2]1[cH:3][cH:4][cH:5][cH:6][cH:7]1)[CH2:8][CH2:9][CH2:10][O:11][c:12]1[cH:13][c:14]2[c:18]([cH:19][cH:20]1)[C:17](=[O:21])[CH:16]([N+:24](=[O:23])[O-:25])[C:15]2=[O:22]. The reactants are CC(=O)C1=CC=C(C=C1)N (4-aminoacetophenone), N(=C=O)C(C(=O)OC)C(=O)OC (dimethyl isocyanatomalonate), Cl.NO (hydroxylamine hydrochloride), C(OC)(OC)OC (trimethyl orthoformate). The solvent is C1CCOC1 (THF), C1CCOC1 (THF), N1=CC=CC=C1 (pyridine). Run at time 3 hour. The product is ON=C(C)C1=CC=C(C=C1)NC(=O)NC(C(=O)OC)C(=O)OC (N-[4-(1-hydroxyiminoethyl)phenyl]-N'-bis(methoxycarbonyl)methylurea). Reaction SMILES: [CH3:1][C:2]([C:4]1[CH:9]=[CH:8][C:7]([NH2:10])=[CH:6][CH:5]=1)=O.[N:11]([CH:14]([C:19]([O:21][CH3:22])=[O:20])[C:15]([O:17][CH3:18])=[O:16])=[C:12]=[O:13].Cl.[NH2:24][OH:25].C(OC)(OC)OC>C1COCC1.N1C=CC=CC=1>[OH:25][N:24]=[C:2]([C:4]1[CH:9]=[CH:8][C:7]([NH:10][C:12]([NH:11][CH:14]([C:19]([O:21][CH3:22])=[O:20])[C:15]([O:17][CH3:18])=[O:16])=[O:13])=[CH:6][CH:5]=1)[CH3:1] |f:2.3|. Procedure: A solution of 0.02 mol 4-aminoacetophenone in 40 mL THF if added dropwise to a solution of 0.02 mol of dimethyl isocyanatomalonate and 5 mL pyridine in 40 mL THF, and the reaction mixture is stirred for 3 hours. The solvent is then removed by rotary evaporator. The residue is dispersed in 50 mL CH3OH, and 0.022 hydroxylamine hydrochloride and 0.06 mol trimethyl orthoformate are added. The reaction mixture is heated to reflux for 10 hours. The solvent is removed by rotary evaporator. Addition of ... Starting materials: N#CC1CC(F)CN1C(=O)CNC12CCC(C(=O)O)(CC1)CC2, CCCCCCCCc1ccc(N)cc1. The product is CCCCCCCCc1ccc(NC(=O)C23CCC(NCC(=O)N4CC(F)CC4C#N)(CC2)CC3)cc1. RXN SMILES: [C:1](=[O:2])([OH:3])[C:4]12[CH2:5][CH2:6][C:7]([NH:12][CH2:13][C:14](=[O:15])[N:16]3[CH:17]([C:22]#[N:23])[CH2:18][CH:19]([F:21])[CH2:20]3)([CH2:8][CH2:9]1)[CH2:10][CH2:11]2.[CH2:24]([CH2:25][CH2:26][CH2:27][CH2:28][CH2:29][CH2:30][CH3:31])[c:32]1[cH:33][cH:34][c:35]([NH2:36])[cH:37][cH:38]1>>[C:1](=[O:2])([C:4]12[CH2:5][CH2:6][C:7]([NH:12][CH2:13][C:14](=[O:15])[N:16]3[CH:17]([C:22]#[N:23])[CH2:18][CH:19]([F:21])[CH2:20]3)([CH2:8][CH2:9]1)[CH2:10][CH2:11]2)[NH:36][c:35]1[cH:34][cH:33][c:32]([CH2:24][CH2:25][CH2:26][CH2:27][CH2:28][CH2:29][CH2:30][CH3:31])[cH:38][cH:37]1. Reactants: Br, Br, Br, Cc1cccnc1CCCCN, ClCCl, FC(F)(Cl)C(F)(Cl)Cl, O=S(=O)=O. The product is Cc1cc(Br)cnc1CCCCN. As a reaction SMILES: [BrH:19].[BrH:5].[BrH:6].[CH3:7][c:8]1[c:9]([CH2:14][CH2:15][CH2:16][CH2:17][NH2:18])[n:10][cH:11][cH:12][cH:13]1.[Cl:28][CH2:29][Cl:30].[F:20][C:21]([Cl:22])([F:23])[C:24]([Cl:25])([Cl:26])[F:27].[O:1]=[S:2](=[O:3])=[O:4]>>[Br:5][c:12]1[cH:11][n:10][c:9]([CH2:14][CH2:15][CH2:16][CH2:17][NH2:18])[c:8]([CH3:7])[cH:13]1. Reaction SMILES: [Br:53][c:54]1[cH:55][cH:56][c:57]([C:58]#[N:59])[cH:60][cH:61]1.[C:68]([O-:69])(=[O:70])[CH3:71].[C:73]([O-:74])(=[O:75])[CH3:76].[CH3:37][CH:38]1[C:39](=[O:52])[C:40](=[CH:43][N:44]([c:45]2[cH:46][cH:47][cH:48][cH:49][cH:50]2)[CH3:51])[CH2:41][CH2:42]1.[CH3:62][C:63]([CH3:64])([O-:65])[CH3:66].[CH3:77][c:78]1[cH:79][cH:80][cH:81][cH:82][cH:83]1.[CH:1]1([P:2]([CH:3]2[CH2:4][CH2:5][CH2:6][CH2:7][CH2:8]2)[c:9]2[cH:10][cH:11][c:12]3[c:13]([cH:14][cH:15][cH:16][cH:17]3)[c:18]2-[c:19]2[c:20]3[c:21]([cH:22][cH:23][cH:24][cH:25]3)[cH:26][cH:27][c:28]2[N:29]([CH3:30])[CH3:31])[CH2:32][CH2:33][CH2:34][CH2:35][CH2:36]1.[Na+:67].[Pd+2:72]>>[CH3:37][C:38]1([c:54]2[cH:55][cH:56][c:57]([C:58]#[N:59])[cH:60][cH:61]2)[C:39](=[O:52])[C:40](=[CH:43][N:44]([c:45]2[cH:46][cH:47][cH:48][cH:49][cH:50]2)[CH3:51])[CH2:41][CH2:42]1. Yields the product CN(C=C1CCC(C)(c2ccc(C#N)cc2)C1=O)c1ccccc1. Reactants: N#Cc1ccc(Br)cc1, CC(=O)[O-], CC(=O)[O-], CC1CCC(=CN(C)c2ccccc2)C1=O, CC(C)(C)[O-], Cc1ccccc1, CN(C)c1ccc2ccccc2c1-c1c(P(C2CCCCC2)C2CCCCC2)ccc2ccccc12, [Na+], [Pd+2]. Starting materials: O (Water), C(C)(C)NC(=O)C1=CN(C2=NC=C(N=C21)C2=NN(C1=CC(=CC=C21)Cl)C)COCC[Si](C)(C)C (2-(6-Chloro-1-methyl-1H-indazol-3-yl)-5-(2-trimethylsilanyl-ethoxymethyl)-5H-pyrrolo[2,3-b]pyrazine-7-carboxylic acid isopropylamide), C(CN)N (Ethylenediamine), FC(C(=O)O)(F)F (Trifluoroacetic acid). The solvent is C(C)(=O)OCC (ethyl acetate), ClCCl (dichloromethane). Run at time 3.5 hour. The product is C(C)(C)NC(=O)C1=CNC2=NC=C(N=C21)C2=NN(C1=CC(=CC=C21)Cl)C (2-(6-chloro-1-methyl-1H-indazol-3-yl)-5H-pyrrolo[2,3-b]pyrazine-7-carboxylic acid isopropylamide). Yield: 63.3%. As a reaction SMILES: [CH:1]([NH:4][C:5]([C:7]1[C:15]2[C:10](=[N:11][CH:12]=[C:13]([C:16]3[C:24]4[C:19](=[CH:20][C:21]([Cl:25])=[CH:22][CH:23]=4)[N:18]([CH3:26])[N:17]=3)[N:14]=2)[N:9](COCC[Si](C)(C)C)[CH:8]=1)=[O:6])([CH3:3])[CH3:2].FC(F)(F)C(O)=O.C(N)CN.O>ClCCl.C(OCC)(=O)C>[CH:1]([NH:4][C:5]([C:7]1[C:15]2[C:10](=[N:11][CH:12]=[C:13]([C:16]3[C:24]4[C:19](=[CH:20][C:21]([Cl:25])=[CH:22][CH:23]=4)[N:18]([CH3:26])[N:17]=3)[N:14]=2)[NH:9][CH:8]=1)=[O:6])([CH3:3])[CH3:2]. Procedure details: 2-(6-Chloro-1-methyl-1H-indazol-3-yl)-5-(2-trimethylsilanyl-ethoxymethyl)-5H-pyrrolo[2,3-b]pyrazine-7-carboxylic acid isopropylamide (45 mg, 0.09 mmol) was dissolved in dichloromethane (0.9 ml) and cooled in ice bath. Trifluoroacetic acid (0.3 ml) was added slowly and the reaction was stirred at room temperature for 3.5 h. The reaction was evaporated and the residue was dissolved in dichloromethane (2 ml). Ethylenediamine (0.36 ml, 5.4 mmol) was added and the mixture was stirred at room temperat... The reactants are O=CC(Cl)(Cl)Cl (chloral), [O-]S(=O)(=O)[O-].[Na+].[Na+] (Na2SO4), ClC=1C=C(N)C=C(C1)Cl (3,5-dichloroaniline), Cl.NO (hydroxylamine hydrochloride). Run in O (H2O), O (H2O), Cl (HCl), O1CCOCC1 (1,4-dioxane), O (H2O). Reaction conditions: temperature 50 celsius. Yields the product ClC=1C=C(C=C(C1)Cl)NC(C=NO)=O (N-(3,5-Dichlorophenyl)-2-hydroxyimino-acetamide). Isolated yield 89.0%. RXN SMILES: [Cl:1][C:2]1[CH:3]=[C:4]([CH:6]=[C:7]([Cl:9])[CH:8]=1)[NH2:5].[O:10]=[CH:11][C:12](Cl)(Cl)Cl.[O-]S([O-])(=O)=O.[Na+].[Na+].Cl.[NH2:24][OH:25]>O.Cl.O1CCOCC1>[Cl:1][C:2]1[CH:3]=[C:4]([NH:5][C:11](=[O:10])[CH:12]=[N:24][OH:25])[CH:6]=[C:7]([Cl:9])[CH:8]=1 |f:2.3.4,5.6|. Reported procedure: A mixture of 3,5-dichloroaniline (10.0 g, 61.7 mmol) in H2O(50 mL), concentrated HCl(12 mL) and 1,4-dioxane (20 mL) was heated to be clear solution, and then added to a mixture of chloral hydrated (10.5 g, 66.9 mmol) and Na2SO4 (66.0 g) in H2O (224 mL) which has been warmed to 50° C. To the above mixture was added hydroxylamine hydrochloride (13.0 g, 180 mmol) in H2O (60 mL), and the mixture was refluxed for 50 mins. After cooling down to room temperature, the insoluble solids was filtered, was ... Reactants: c1ccc(CN2CCC3(CCCc4ccccc43)CC2)cc1, CO, O=C[O-], [NH4+]. The product is c1ccc2c(c1)CCCC21CCNCC1. Reaction SMILES: [CH2:1]([c:2]1[cH:3][cH:4][cH:5][cH:6][cH:7]1)[N:8]1[CH2:9][CH2:10][C:11]2([CH2:12][CH2:13][CH2:14][c:15]3[cH:16][cH:17][cH:18][cH:19][c:20]32)[CH2:21][CH2:22]1.[CH3:27][OH:28].[CH:23]([O-:24])=[O:25].[NH4+:26]>>[NH:8]1[CH2:9][CH2:10][C:11]2([CH2:12][CH2:13][CH2:14][c:15]3[cH:16][cH:17][cH:18][cH:19][c:20]32)[CH2:21][CH2:22]1.